Dataset: the Open Reaction Database (ORD), a public repository of structured organic reaction records. Task: describe an organic reaction: reactants, conditions, products, and yield The yield is 35.0%. Procedure details: 5-(11-fluoro-6-(hydroxymethyl)-5,6-dihydroindolo[1,2-h][1,7]naphthyridin-2-yl)-2-(4-fluorophenyl)-N-methyl-6-(N-methylmethylsulfonamido)benzofuran-3-carboxamide (40 mg, 0.062 mmol) was dissolved in DCM (2 ml) and cooled to 0° C., followed by addition of DAST (0.025 ml, 0.187 mmol). The mixture was stirred at 0° C. for 1 h, then at RT for 30 min and then concentrated in vacuo. Preparative TLC (50% DCM in ethyl acetate) gave 5-(11-fluoro-6-(fluoromethyl)-5,6-dihydroindolo[1,2-h][1,7]naphthyridin-2... The solvent is C(Cl)Cl (DCM), C(C)(=O)OCC (ethyl acetate), C(Cl)Cl (DCM). Conditions: temperature 0 celsius, time 1 hour. Product: FC=1C=2C=C3N(C(CC=4C=CC(=NC34)C=3C(=CC4=C(C(=C(O4)C4=CC=C(C=C4)F)C(=O)NC)C3)N(S(=O)(=O)C)C)CF)C2C=CC1 (5-(11-fluoro-6-(fluoromethyl)-5,6-dihydroindolo[1,2-h][1,7]naphthyridin-2-yl)-2-(4-fluorophenyl)-N-methyl-6-(N-methylmethylsulfonamido)benzofuran-3-carboxamide). The reactants are FC=1C=2C=C3N(C(CC=4C=CC(=NC34)C=3C(=CC4=C(C(=C(O4)C4=CC=C(C=C4)F)C(=O)NC)C3)N(S(=O)(=O)C)C)CO)C2C=CC1 (5-(11-fluoro-6-(hydroxymethyl)-5,6-dihydroindolo[1,2-h][1,7]naphthyridin-2-yl)-2-(4-fluorophenyl)-N-methyl-6-(N-methylmethylsulfonamido)benzofuran-3-carboxamide), CCN(CC)S(F)(F)F (DAST). As a reaction SMILES: [F:1][C:2]1[C:3]2[CH:4]=[C:5]3[C:14]4[N:13]=[C:12]([C:15]5[C:16]([N:35]([CH3:40])[S:36]([CH3:39])(=[O:38])=[O:37])=[CH:17][C:18]6[O:22][C:21]([C:23]7[CH:28]=[CH:27][C:26]([F:29])=[CH:25][CH:24]=7)=[C:20]([C:30]([NH:32][CH3:33])=[O:31])[C:19]=6[CH:34]=5)[CH:11]=[CH:10][C:9]=4[CH2:8][CH:7]([CH2:41]O)[N:6]3[C:43]=2[CH:44]=[CH:45][CH:46]=1.CCN(S(F)(F)[F:53])CC>C(Cl)Cl.C(OCC)(=O)C>[F:1][C:2]1[C:3]2[CH:4]=[C:5]3[C:14]4[N:13]=[C:12]([C:15]5[C:16]([N:35]([CH3:40])[S:36]([CH3:39])(=[O:37])=[O:38])=[CH:17][C:18]6[O:22][C:21]([C:23]7[CH:28]=[CH:27][C:26]([F:29])=[CH:25][CH:24]=7)=[C:20]([C:30]([NH:32][CH3:33])=[O:31])[C:19]=6[CH:34]=5)[CH:11]=[CH:10][C:9]=4[CH2:8][CH:7]([CH2:41][F:53])[N:6]3[C:43]=2[CH:44]=[CH:45][CH:46]=1.